This data is from the Open Reaction Database (ORD), a public repository of structured organic reaction records. The task is: describe an organic reaction: reactants, conditions, products, and yield Starting materials: OC(CNCC(=O)O)CC ((2-hydroxybutylamino)acetic acid), CO (methanol), CO (methanol), S(=O)(Cl)Cl (thionyl chloride). Reaction conditions: time 8 hour. Product: Cl.COC(CNCC(CC)O)=O (Methyl(2-hydroxybutylamino)acetate hydrochloride). Reaction SMILES: [OH:1][CH:2]([CH2:9][CH3:10])[CH2:3][NH:4][CH2:5][C:6]([OH:8])=[O:7].S(Cl)([Cl:13])=O.[CH3:15]O>>[ClH:13].[CH3:15][O:7][C:6](=[O:8])[CH2:5][NH:4][CH2:3][CH:2]([OH:1])[CH2:9][CH3:10] |f:3.4|. Procedure details: 2.85 g of (2-hydroxybutylamino)acetic acid in 100 ml of methanol are cooled in an ice-acetone cooling bath, then 7.27 ml of thionyl chloride is added dropwise within 20 minutes. The reaction mixture is left overnight to come back to ambient temperature and then evaporated to dryness. Methanol is added several times to the residue and this is then concentrated by evaporation. The crude product is reacted further without any more purification. Yield: 3.83 g (100% of theory); Rf value: 0.85 (revers... Starting materials: ClC1=NC(=C2N=CN(C2=N1)CC)NC1=CC(=CC=C1)C(F)(F)F (2-chloro-9-ethyl-6-(3-trifluoromethyl-phenyl-amino)-9H-purine), NCCCO (3-amino-1-propanol). The solvent is C(C)(=O)OCC (ethyl acetate). The product is C(C)N1C2=NC(=NC(=C2N=C1)NC1=CC(=CC=C1)C(F)(F)F)NCCCO (9-Ethyl-2-(3-hydroxy-propyl-amino)-6-(3-trifluoromethyl-phenyl-amino)-9H-purine). Reaction SMILES: Cl[C:2]1[N:10]=[C:9]2[C:5]([N:6]=[CH:7][N:8]2[CH2:11][CH3:12])=[C:4]([NH:13][C:14]2[CH:19]=[CH:18][CH:17]=[C:16]([C:20]([F:23])([F:22])[F:21])[CH:15]=2)[N:3]=1.[NH2:24][CH2:25][CH2:26][CH2:27][OH:28]>C(OCC)(=O)C>[CH2:11]([N:8]1[CH:7]=[N:6][C:5]2[C:9]1=[N:10][C:2]([NH:24][CH2:25][CH2:26][CH2:27][OH:28])=[N:3][C:4]=2[NH:13][C:14]1[CH:19]=[CH:18][CH:17]=[C:16]([C:20]([F:23])([F:22])[F:21])[CH:15]=1)[CH3:12]. Procedure: 200 mg (0.58 mmol) of 2-chloro-9-ethyl-6-(3-trifluoromethyl-phenyl-amino)-9H-purine and 2 ml of 3-amino-1-propanol are stirred at 140° C. for 2 h and the mixture is allowed to cool and is diluted with 60 ml of ethyl acetate. The organic phase is washed with water and dried over sodium sulfate. After removal of the solvent, the residue is recrystallized from ethyl acetate and diethyl ether. 9-Ethyl-2-(3-hydroxy-propyl-amino)-6-(3-trifluoromethyl-phenyl-amino)-9H-purine is obtained; m.p. 136–137° ... The reactants are CCCCNCC, CS(C)=O, Cc1cc(C)c(-n2nc(C)c3c(Cl)cc(C)nc32)c(C)c1. The product is CCCCNCCc1cc(C)nc2c1c(C)nn2-c1c(C)cc(C)cc1C. Reaction SMILES: [CH2:22]([CH2:23][CH2:24][CH3:25])[NH:26][CH2:27][CH3:28].[CH3:29][S:30]([CH3:31])=[O:32].[Cl:1][c:2]1[c:3]2[c:4]([n:5][c:6]([CH3:8])[cH:7]1)[n:9](-[c:13]1[c:14]([CH3:21])[cH:15][c:16]([CH3:20])[cH:17][c:18]1[CH3:19])[n:10][c:11]2[CH3:12]>>[c:2]1([CH2:28][CH2:27][NH:26][CH2:22][CH2:23][CH2:24][CH3:25])[c:3]2[c:4]([n:5][c:6]([CH3:8])[cH:7]1)[n:9](-[c:13]1[c:14]([CH3:21])[cH:15][c:16]([CH3:20])[cH:17][c:18]1[CH3:19])[n:10][c:11]2[CH3:12]. Reported procedure: A mixture of 2-(methylsulfonyl)-4-[4-(trifluoromethyl)phenyl]pyrimidine (0.3 g, 1 mmol), N,N-diisopropylethylamine (0.18 mL, 1 mmol) and ethyl {4-[(butylamino)methyl]-2-methylphenoxy}acetate (0.424 g, 1.53 mmol) was heated at 100° C. in a sealed reactivial for 18 h. The residue was dissolved in CH2Cl2 and purified by Biotage™ chromatography (Silica, 40 g) eluting 3:97 EtOAc:cyclohexane to afford the title compound as a pale yellow oil (110 mg). Reactants: CS(=O)(=O)C1=NC=CC(=N1)C1=CC=C(C=C1)C(F)(F)F (2-(methylsulfonyl)-4-[4-(trifluoromethyl)phenyl]pyrimidine), C(C)(C)N(C(C)C)CC (N,N-diisopropylethylamine), C(CCC)NCC1=CC(=C(OCC(=O)OCC)C=C1)C (ethyl {4-[(butylamino)methyl]-2-methylphenoxy}acetate). The product is C(CCC)N(C1=NC=CC(=N1)C1=CC=C(C=C1)C(F)(F)F)CC1=CC(=C(OCC(=O)OCC)C=C1)C (Ethyl {4-[(butyl{4-[4-(trifluoromethyl)phenyl]pyrimidin-2-yl}amino)methyl]-2-methylphenoxy}acetate). Run in C(Cl)Cl (CH2Cl2). Conditions: temperature 100 celsius. Reaction SMILES: CS([C:5]1[N:10]=[C:9]([C:11]2[CH:16]=[CH:15][C:14]([C:17]([F:20])([F:19])[F:18])=[CH:13][CH:12]=2)[CH:8]=[CH:7][N:6]=1)(=O)=O.C(N(CC)C(C)C)(C)C.[CH2:30]([NH:34][CH2:35][C:36]1[CH:48]=[CH:47][C:39]([O:40][CH2:41][C:42]([O:44][CH2:45][CH3:46])=[O:43])=[C:38]([CH3:49])[CH:37]=1)[CH2:31][CH2:32][CH3:33]>C(Cl)Cl>[CH2:30]([N:34]([CH2:35][C:36]1[CH:48]=[CH:47][C:39]([O:40][CH2:41][C:42]([O:44][CH2:45][CH3:46])=[O:43])=[C:38]([CH3:49])[CH:37]=1)[C:5]1[N:10]=[C:9]([C:11]2[CH:16]=[CH:15][C:14]([C:17]([F:20])([F:19])[F:18])=[CH:13][CH:12]=2)[CH:8]=[CH:7][N:6]=1)[CH2:31][CH2:32][CH3:33]. Isolated yield 21.9%. Starting materials: C(C=C)C1=C(C(=CC(=C1)OCC1=CC=CC=C1)CC=C)O (2,6-diallyl-4-benzyloxy-phenol), CC1=C(N=C(O1)C1=CC=CC=C1)CCOS(=O)(=O)C1=CC=C(C=C1)C (toluene-4-sulfonic acid 2-(5-methyl-2-phenyl-oxazol-4-yl)ethyl ester), C(=O)([O-])[O-].[Cs+].[Cs+] (Cs2CO3), CC1=C(N=C(O1)C1=CC=CC=C1)CCOS(=O)(=O)C1=CC=C(C=C1)C (toluene-4-sulfonic acid 2-(5-methyl-2-phenyl-oxazol-4-yl)ethyl ester), C(=O)([O-])[O-].[Cs+].[Cs+] (Cs2CO3). Run in CN(C)C=O (DMF). Yields the product C(C=C)C1=C(OCCC=2N=C(OC2C)C2=CC=CC=C2)C(=CC(=C1)OCC1=CC=CC=C1)CC=C (4-[2-(2,6-Diallyl-4-benzyloxy-phenoxy)-ethyl]-5-methyl-2-phenyl-oxazole). Yield: 83.8%. RXN SMILES: [CH2:1]([C:4]1[CH:9]=[C:8]([O:10][CH2:11][C:12]2[CH:17]=[CH:16][CH:15]=[CH:14][CH:13]=2)[CH:7]=[C:6]([CH2:18][CH:19]=[CH2:20])[C:5]=1[OH:21])[CH:2]=[CH2:3].[CH3:22][C:23]1[O:27][C:26]([C:28]2[CH:33]=[CH:32][CH:31]=[CH:30][CH:29]=2)=[N:25][C:24]=1[CH2:34][CH2:35]OS(C1C=CC(C)=CC=1)(=O)=O.C([O-])([O-])=O.[Cs+].[Cs+]>CN(C=O)C>[CH2:1]([C:4]1[CH:9]=[C:8]([O:10][CH2:11][C:12]2[CH:17]=[CH:16][CH:15]=[CH:14][CH:13]=2)[CH:7]=[C:6]([CH2:18][CH:19]=[CH2:20])[C:5]=1[O:21][CH2:35][CH2:34][C:24]1[N:25]=[C:26]([C:28]2[CH:33]=[CH:32][CH:31]=[CH:30][CH:29]=2)[O:27][C:23]=1[CH3:22])[CH:2]=[CH2:3] |f:2.3.4|. Procedure: A mixture of 2,6-diallyl-4-benzyloxy-phenol (520 mg, 1.85 mmol), toluene-4-sulfonic acid 2-(5-methyl-2-phenyl-oxazol-4-yl)ethyl ester (Japan Tobacco Inc WO 9518125) (828 mg, 2.32 mmol), and Cs2CO3 (604 mg, 1.85 mmol) was heated at 55° C. in DMF (5 mL) for 20 h. Additional toluene-4-sulfonic acid 2-(5-methyl-2-phenyl-oxazol-4-yl)ethyl ester (300 mg, 0.839 mmol) and Cs2CO3 (200 mg, 0.614 mmol) were added, and the mixture was heated for 18 h. The reaction mixture was cooled and partitioned between ... The reactants are C(C)C=1C(=NC=2N(C1C)C=C(N2)CO)OC (6-ethyl-7-methoxy-5-methylimidazo-[1,2-a]pyrimidin-2-yl methanol). Reagents/catalysts: [O-2].[O-2].[Mn+4] (manganese dioxide). Run in C(Cl)(Cl)Cl (chloroform). The product is C(C)C=1C(=NC=2N(C1C)C=C(N2)C=O)OC (6-ethyl-7-methoxy-5-methylimidazo[1,2-a]pyrimidine-2-carboxaldehyde). The yield is 72.1%. Reaction SMILES: [CH2:1]([C:3]1[C:4]([O:15][CH3:16])=[N:5][C:6]2[N:7]([CH:10]=[C:11]([CH2:13][OH:14])[N:12]=2)[C:8]=1[CH3:9])[CH3:2]>C(Cl)(Cl)Cl.[O-2].[O-2].[Mn+4]>[CH2:1]([C:3]1[C:4]([O:15][CH3:16])=[N:5][C:6]2[N:7]([CH:10]=[C:11]([CH:13]=[O:14])[N:12]=2)[C:8]=1[CH3:9])[CH3:2] |f:2.3.4|. Procedure details: To a solution of 15.25 g (69 mmol) of 6-ethyl-7-methoxy-5-methylimidazo-[1,2-a]pyrimidin-2-yl methanol in 200 ml of chloroform was added 40 g of activated manganese dioxide and the stirred mixture was refluxed for 18 hours. A further 20 g of the oxidizing agent were added and the mixture was refluxed for a further 4 hours. The cooled mixture was filtered through celite and the filtrate was evaporated to obtain 10.9 g (72% yield) of 6-ethyl-7-methoxy-5-methylimidazo[1,2-a]pyrimidine-2-carboxaldeh...